Dataset: the Open Reaction Database (ORD), a public repository of structured organic reaction records. Task: describe an organic reaction: reactants, conditions, products, and yield The reactants are CCO, [H][H], N#CC=C(c1ccccc1)c1cccnc1. Product: N#CCC(c1ccccc1)c1cccnc1. Reaction SMILES: [CH3:19][CH2:20][OH:21].[H:17][H:18].[c:1]1([C:7](=[CH:8][C:9]#[N:10])[c:11]2[cH:12][n:13][cH:14][cH:15][cH:16]2)[cH:2][cH:3][cH:4][cH:5][cH:6]1>>[c:1]1([CH:7]([CH2:8][C:9]#[N:10])[c:11]2[cH:12][n:13][cH:14][cH:15][cH:16]2)[cH:2][cH:3][cH:4][cH:5][cH:6]1. Product: O=C(c1ccccc1)N1CCc2nnc(NN=C3CCCCCCCCCCC3)cc2C1. Starting materials: NNc1cc2c(nn1)CCN(C(=O)c1ccccc1)C2, O=C1CCCCCCCCCCC1, CCO. As a reaction SMILES: [C:1]([c:2]1[cH:3][cH:4][cH:5][cH:6][cH:7]1)(=[O:8])[N:9]1[CH2:10][c:11]2[c:12]([n:13][n:14][c:15]([NH:17][NH2:18])[cH:16]2)[CH2:19][CH2:20]1.[C:21]1(=[O:33])[CH2:22][CH2:23][CH2:24][CH2:25][CH2:26][CH2:27][CH2:28][CH2:29][CH2:30][CH2:31][CH2:32]1.[CH3:34][CH2:35][OH:36]>>[C:1]([c:2]1[cH:3][cH:4][cH:5][cH:6][cH:7]1)(=[O:8])[N:9]1[CH2:10][c:11]2[c:12]([n:13][n:14][c:15]([NH:17][N:18]=[C:21]3[CH2:22][CH2:23][CH2:24][CH2:25][CH2:26][CH2:27][CH2:28][CH2:29][CH2:30][CH2:31][CH2:32]3)[cH:16]2)[CH2:19][CH2:20]1. Reactants: Cc1ccccc1, Cc1ccc(N)cc1, CC(C)(C)[O-], [Na+]. Yields the product Cc1ccc(Nc2ccccc2)cc1. RXN SMILES: [CH3:15][c:16]1[cH:17][cH:18][cH:19][cH:20][cH:21]1.[CH3:1][c:2]1[cH:3][cH:4][c:5]([NH2:6])[cH:7][cH:8]1.[CH3:9][C:10]([CH3:11])([O-:12])[CH3:13].[Na+:14]>>[CH3:1][c:2]1[cH:3][cH:4][c:5]([NH:6][c:16]2[cH:17][cH:18][cH:19][cH:20][cH:21]2)[cH:7][cH:8]1.